Dataset: the Open Reaction Database (ORD), a public repository of structured organic reaction records. Task: describe an organic reaction: reactants, conditions, products, and yield Starting materials: CCOC(C)=O, CSc1nnc(N)s1, O=C(Cl)Cl. Product: CSc1nnc(N=C=O)s1. Reaction SMILES: [CH3:13][CH2:14][O:15][C:16](=[O:17])[CH3:18].[CH3:5][S:6][c:7]1[n:8][n:9][c:10]([NH2:12])[s:11]1.[Cl:1][C:2]([Cl:3])=[O:4]>>[C:2](=[O:4])=[N:12][c:10]1[n:9][n:8][c:7]([S:6][CH3:5])[s:11]1. The reactants are S(=O)(=O)([O-])C1=CC=C(C)C=C1 (tosylate), S(=O)(=O)([O-])C1=CC=C(C)C=C1 (tosylate), NC1=CC=CC=C1 (aniline), NC1=CC=CC=C1 (aniline), NC1=CC=CC=C1 (aniline), S(=O)(=O)([O-])C1=CC=C(C)C=C1 (tosylate). The product is NC1=CC=CC=C1.S(=O)(=O)([O-])C1=CC=C(C)C=C1 (ANILINE TOSYLATE). Reaction SMILES: [S:1]([C:5]1[CH:11]=[CH:10][C:8]([CH3:9])=[CH:7][CH:6]=1)([O-:4])(=[O:3])=[O:2].[NH2:12][C:13]1[CH:18]=[CH:17][CH:16]=[CH:15][CH:14]=1>>[NH2:12][C:13]1[CH:18]=[CH:17][CH:16]=[CH:15][CH:14]=1.[S:1]([C:5]1[CH:11]=[CH:10][C:8]([CH3:9])=[CH:7][CH:6]=1)([O-:4])(=[O:3])=[O:2] |f:2.3|. Reported procedure: Usable polymer films of polyaniline/tosylate are formed when the concentration range is limited to between about 0.8 and 1 M for tosylate and between about 0.05 and 0.2 M for aniline. The results of the half-cell battery test are summarized above in Table 4. No substantial difference in terms of the half-cell performance was observed when the concentration of aniline is increased from between about 0.1 M and 0.2 M or the concentration of tosylate is decreased from between about M to 0.8 M. Howev... The reactants are C(C)(=O)O[BH-](OC(C)=O)OC(C)=O.[Na+] (sodium triacetoxyborohydride), O1C=C(C=C1)C=O (3-furaldehyde), C(C)N(C(=O)C=1C=CC=2C(C3=CC=CC=C3OC2C1)=C1CC2CCC(C1)N2)CC (9-(8-Aza-bicyclo[3.2.1]oct-3-ylidene)-9H-xanthene-3-carboxylic acid diethylamide). The solvent is C(Cl)Cl (CH2Cl2), C(Cl)Cl (CH2Cl2). Reaction conditions: time 24 hour. Product: C(C)N(C(=O)C=1C=CC=2C(C3=CC=CC=C3OC2C1)=C1CC2CCC(C1)N2CC2=COC=C2)CC (9-(8-Furan-3-ylmethyl-8-aza-bicyclo[3.2.1]oct-3-ylidene)-9H-xanthene-3-carboxylic acid diethylamide). The yield is 31.2%. As a reaction SMILES: [CH2:1]([N:3]([CH2:28][CH3:29])[C:4]([C:6]1[CH:7]=[CH:8][C:9]2[C:10](=[C:20]3[CH2:26][CH:25]4[NH:27][CH:22]([CH2:23][CH2:24]4)[CH2:21]3)[C:11]3[C:16]([O:17][C:18]=2[CH:19]=1)=[CH:15][CH:14]=[CH:13][CH:12]=3)=[O:5])[CH3:2].C(O[BH-](OC(=O)C)OC(=O)C)(=O)C.[Na+].[O:44]1[CH:48]=[CH:47][C:46]([CH:49]=O)=[CH:45]1>C(Cl)Cl>[CH2:28]([N:3]([CH2:1][CH3:2])[C:4]([C:6]1[CH:7]=[CH:8][C:9]2[C:10](=[C:20]3[CH2:26][CH:25]4[N:27]([CH2:49][C:46]5[CH:47]=[CH:48][O:44][CH:45]=5)[CH:22]([CH2:23][CH2:24]4)[CH2:21]3)[C:11]3[C:16]([O:17][C:18]=2[CH:19]=1)=[CH:15][CH:14]=[CH:13][CH:12]=3)=[O:5])[CH3:29] |f:1.2|. Reported procedure: To a sample of compound 10a (0.65 g, 1.7 mmol) dissolved in 20 mL CH2Cl2 was added sodium triacetoxyborohydride (0.53 g, 2.5 mmol) and 3-furaldehyde (0.17 mL, 2.0 mmol). The reaction was stirred at room temperature for 24 h. The reaction was diluted with 10 mL CH2Cl2 and washed with 1 N NaOH. The organic phase was dried over sodium sulfate, filtered, and concentrated. The crude product was purified by flash chromatography, eluting with 5% 0.5 M NH3 in methanol/CH2Cl2 to give Compound 12a (0.25 g... Starting materials: C(C1=CC=CC=C1)OC1=C(C=C2C(=CC(=NC2=C1)C)O)Br (7-Benzyloxy-6-bromo-2-methyl-quinolin-4-ol), P(=O)(Cl)(Cl)Cl (phosphorous oxychloride). The product is C(C1=CC=CC=C1)OC1=C(C=C2C(=CC(=NC2=C1)C)Cl)Br (7-Benzyloxy-6-bromo-4-chloro-2-methyl-quinoline). Isolated yield 86.6%. As a reaction SMILES: [CH2:1]([O:8][C:9]1[CH:18]=[C:17]2[C:12]([C:13](O)=[CH:14][C:15]([CH3:19])=[N:16]2)=[CH:11][C:10]=1[Br:21])[C:2]1[CH:7]=[CH:6][CH:5]=[CH:4][CH:3]=1.P(Cl)(Cl)([Cl:24])=O>>[CH2:1]([O:8][C:9]1[CH:18]=[C:17]2[C:12]([C:13]([Cl:24])=[CH:14][C:15]([CH3:19])=[N:16]2)=[CH:11][C:10]=1[Br:21])[C:2]1[CH:7]=[CH:6][CH:5]=[CH:4][CH:3]=1. Procedure details: 7-Benzyloxy-6-bromo-2-methyl-quinolin-4-ol (25.0 g, 72.6 mmol) and phosphorous oxychloride (70 mL, 0.764 mol) were heated 40 min at 130° C. and then cooled down to room temperature. Phosphorous oxychloride was evaporated under high vacuum. Ice water was added and the pH of this solution was adjusted to 9 with ammonium hydroxide. The suspension was extracted with dichloromethane. The combined organic layers were dried under vacuum. 22.8 g of the title compound were obtained. Brown solid, ISP-MS: ... The reactants are solution, C(=O)([O-])[O-].[Na+].[Na+] (Na2CO3), BrC1=CC=CC(=N1)C=O (6-bromo-pyridine-2-carbaldehyde), C(C)(C)N (isopropylamine), [BH-](OC(=O)C)(OC(=O)C)OC(=O)C.[Na+] (NaBH(OAc)3). The solvent is C(Cl)Cl (CH2Cl2). Reaction conditions: time 30 minute. Yields the product BrC1=CC=CC(=N1)CNC(C)C ((6-Bromo-pyridin-2-ylmethyl)-isopropyl-amine). Reaction SMILES: [Br:1][C:2]1[N:7]=[C:6]([CH:8]=O)[CH:5]=[CH:4][CH:3]=1.[CH:10]([NH2:13])([CH3:12])[CH3:11].[BH-](OC(C)=O)(OC(C)=O)OC(C)=O.[Na+].C([O-])([O-])=O.[Na+].[Na+]>C(Cl)Cl>[Br:1][C:2]1[N:7]=[C:6]([CH2:8][NH:13][CH:10]([CH3:12])[CH3:11])[CH:5]=[CH:4][CH:3]=1 |f:2.3,4.5.6|. Procedure: To a stirred solution of 6-bromo-pyridine-2-carbaldehyde (1.06 g, 5.73 mmol) in dry CH2Cl2 (30 mL) was added isopropylamine (0.51 mL, 6.02 mmol). The mixture was stirred at RT and under N2 for 30 min followed by the addition of NaBH(OAc)3 (2.42 g, 11.46 mmol) and HOAC (1.3 mL, 22.92 mmol). The resulting cloudy light-yellow solution was stirred at RT and under N2 for 15 h. A 10% solution of Na2CO3 (50 mL) was added to the mixture and stirred for 30 min. The organic phase was separated, washed wit...